The task is: describe an organic reaction: reactants, conditions, products, and yield. This data is from the Open Reaction Database (ORD), a public repository of structured organic reaction records. Reactants: CCOC(=O)CC(O)CC1OC(C)(C)N(C(=O)OC(C)(C)C)C1Cc1ccccc1, CS(=O)(=O)Cl, c1ccncc1. Yields the product CCOC(=O)CC(CC1OC(C)(C)N(C(=O)OC(C)(C)C)C1Cc1ccccc1)OS(C)(=O)=O. RXN SMILES: [C:1]([CH3:2])([CH3:3])([CH3:4])[O:5][C:6](=[O:7])[N:8]1[C:9]([CH3:29])([CH3:30])[O:10][CH:11]([CH2:20][CH:21]([CH2:22][C:23](=[O:24])[O:25][CH2:26][CH3:27])[OH:28])[CH:12]1[CH2:13][c:14]1[cH:15][cH:16][cH:17][cH:18][cH:19]1.[CH3:31][S:32]([Cl:33])(=[O:34])=[O:35].[cH:36]1[cH:37][cH:38][n:39][cH:40][cH:41]1>>[C:1]([CH3:2])([CH3:3])([CH3:4])[O:5][C:6](=[O:7])[N:8]1[C:9]([CH3:29])([CH3:30])[O:10][CH:11]([CH2:20][CH:21]([CH2:22][C:23](=[O:24])[O:25][CH2:26][CH3:27])[O:28][S:32]([CH3:31])(=[O:34])=[O:35])[CH:12]1[CH2:13][c:14]1[cH:15][cH:16][cH:17][cH:18][cH:19]1. Starting materials: [N+](=O)([O-])C1=C(C=C(C=C1)[N+](=O)[O-])O (2,5-dinitrophenol), C(C=C)Br (allyl bromide), CC(=O)C (acetone), C([O-])([O-])=O.[K+].[K+] (potassium carbonate). Solvent: CN1C(CCC1)=O (1methylpyrrolidinone). Run at temperature 55 celsius. Product: C(C=C)OC1=C(C=CC(=C1)[N+](=O)[O-])[N+](=O)[O-] (2-allyloxy-1,4-dinitrobenzene). The yield is 93.2%. Reaction SMILES: [N+:1]([C:4]1[CH:9]=[CH:8][C:7]([N+:10]([O-:12])=[O:11])=[CH:6][C:5]=1[OH:13])([O-:3])=[O:2].[CH2:14](Br)[CH:15]=[CH2:16].CC(C)=O.C(=O)([O-])[O-].[K+].[K+]>CN1CCCC1=O>[CH2:16]([O:13][C:5]1[CH:6]=[C:7]([N+:10]([O-:12])=[O:11])[CH:8]=[CH:9][C:4]=1[N+:1]([O-:3])=[O:2])[CH:15]=[CH2:14] |f:3.4.5|. Procedure: A mixture of 2,5-dinitrophenol (7.36 g, 40 mmol), allyl bromide (4.84 g, 40 mmol), acetone (75 mL), 1methylpyrrolidinone (3 mL) and potassium carbonate (11.0 g, 80 mmol) was heated to 50-60° C. for 22 h. The mixture was cooled to room temperature and filtered and the solid rinsed with ethyl acetate. The filtrate was concentrated and recrystallized from isopropanol-hexane (1:1) to give 2-allyloxy-1,4-dinitrobenzene as yellow crystals (8.36 g, mp 66.5-68° C.). Starting materials: CC1CC1C[NH+](CCC[NH+](C)C)Cc1ccccc1, CCO, O=C([O-])C(F)(F)F, O=C([O-])C(F)(F)F, [OH-], [OH-], [Pd+2]. The product is O=C([O-])C(F)(F)F, O=C([O-])C(F)(F)F, CC1CC1C[NH2+]CCC[NH+](C)C. RXN SMILES: [CH2:15]([c:16]1[cH:17][cH:18][cH:19][cH:20][cH:21]1)[NH+:22]([CH2:23][CH2:24][CH2:25][NH+:26]([CH3:27])[CH3:28])[CH2:29][CH:30]1[CH:31]([CH3:33])[CH2:32]1.[CH3:34][CH2:35][OH:36].[F:1][C:2]([C:3](=[O:4])[O-:5])([F:6])[F:7].[F:8][C:9]([C:10](=[O:11])[O-:12])([F:13])[F:14].[OH-:37].[OH-:39].[Pd+2:38]>>[F:1][C:2]([C:3](=[O:4])[O-:5])([F:6])[F:7].[F:8][C:9]([C:10](=[O:11])[O-:12])([F:13])[F:14].[NH2+:22]([CH2:23][CH2:24][CH2:25][NH+:26]([CH3:27])[CH3:28])[CH2:29][CH:30]1[CH:31]([CH3:33])[CH2:32]1. The reactants are FC(C(=O)O)(F)F.FC(C(=O)O)(F)F.NC1=C2C(=NC=N1)N(N=C2C)C(C)C2=C(C(=C(C#N)C(=C2)C)C2CNC2)OCC (4-[1-(4-amino-3-methyl-1H-pyrazolo[3,4-d]pyrimidin-1-yl)ethyl]-2-azetidin-3-yl-3-ethoxy-6-methylbenzonitrile bis(trifluoroacetate)), FC(C(=O)O)(F)F.FC(C(=O)O)(F)F.NC1=C2C(=NC=N1)N(N=C2C)C(C)C2=C(C(=C(C#N)C(=C2)C)C2CNC2)OCC (4-[1-(4-amino-3-methyl-1H-pyrazolo[3,4-d]pyrimidin-1-yl)ethyl]-2-azetidin-3-yl-3-ethoxy-6-methylbenzonitrile bis(trifluoroacetate)), CCN(C(C)C)C(C)C (DIPEA), O1CC1 (oxirane), O1CCCC1 (tetrahydrofuran). Reaction conditions: temperature 95 celsius, time 8 hour. The product is NC1=C2C(=NC=N1)N(N=C2C)C(C)C2=C(C(=C(C#N)C(=C2)C)C2CN(C2)CC(C)(C)O)OCC (4-[1-(4-amino-3-methyl-1H-pyrazolo[3,4-d]pyrimidin-1-yl)ethyl]-3-ethoxy-2-[1-(2-hydroxy-2-methylpropyl)azetidin-3-yl]-6-methylbenzonitrile). The yield is 50.0%. RXN SMILES: F[C:2](F)(F)[C:3]([OH:5])=O.F[C:9](F)(F)[C:10]([OH:12])=O.[NH2:15][C:16]1[N:21]=[CH:20][N:19]=[C:18]2[N:22]([CH:26]([C:28]3[CH:35]=[C:34](C)[C:31]([C:32]#[N:33])=[C:30]([CH:37]4CNC4)[C:29]=3OCC)[CH3:27])[N:23]=[C:24]([CH3:25])[C:17]=12.C[CH2:45][N:46](C(C)C)[CH:47](C)C.O1[CH2:55][CH2:54]1.O1CCC[CH2:57]1>>[NH2:15][C:16]1[N:21]=[CH:20][N:19]=[C:18]2[N:22]([CH:26]([C:28]3[CH:29]=[C:30]([CH3:37])[C:31]([C:32]#[N:33])=[C:34]([CH:55]4[CH2:54][N:46]([CH2:47][C:10]([OH:12])([CH3:9])[CH3:57])[CH2:45]4)[C:35]=3[O:5][CH2:3][CH3:2])[CH3:27])[N:23]=[C:24]([CH3:25])[C:17]=12 |f:0.1.2|. Procedure: The 4-[1-(4-amino-3-methyl-1H-pyrazolo[3,4-d]pyrimidin-1-yl)ethyl]-2-azetidin-3-yl-3-ethoxy-6-methylbenzonitrile (0.055 g, 0.14 mmol, chiral intermediate from Example 320, Step 1) was combined with tetrahydrofuran (22 mL), DIPEA (0.049 mL, 0.28 mmol) and oxirane, 2,2-dimethyl-(0.018 mL, 0.21 mmol) at room temperature. The reaction was heated to 95° C. and allowed to stir overnight. The reaction was allowed to cool to room temperature and was purified without workup by prep HPLC on a C-18 column ... Starting materials: COC(=O)C=1C(=CC=C(C1)C(N)=S)C1=C(C=CC=C1)[N+](=O)[O-] (2′-nitro-4-thiocarbamoyl-biphenyl-2-carboxylic acid methyl ester), COC(=O)C=1C(=CC=C(C1)C(N)=S)C1=C(C=CC=C1)[N+](=O)[O-] (2′-nitro-4-thiocarbamoyl-biphenyl-2-carboxylic acid methyl ester), Br.BrCC(=O)C=1C=NC=CC1 (3-(bromoacetyl)pyridine hydrobromide). Product: [N+](=O)([O-])C1=C(C=CC=C1)C=1C(=CC(=CC1)C=1SC=C(N1)C=1C=NC=CC1)C(=O)O (2′-Nitro-4-(4-pyridin-3-yl-thiazol-2-yl)-biphenyl-2-carboxylic acid). The yield is 47.0%. Reaction SMILES: C[O:2][C:3]([C:5]1[C:6]([C:14]2[CH:19]=[CH:18][CH:17]=[CH:16][C:15]=2[N+:20]([O-:22])=[O:21])=[CH:7][CH:8]=[C:9]([C:11](=[S:13])[NH2:12])[CH:10]=1)=[O:4].Br.Br[CH2:25][C:26]([C:28]1[CH:29]=[N:30][CH:31]=[CH:32][CH:33]=1)=O>>[N+:20]([C:15]1[CH:16]=[CH:17][CH:18]=[CH:19][C:14]=1[C:6]1[C:5]([C:3]([OH:2])=[O:4])=[CH:10][C:9]([C:11]2[S:13][CH:25]=[C:26]([C:28]3[CH:29]=[N:30][CH:31]=[CH:32][CH:33]=3)[N:12]=2)=[CH:8][CH:7]=1)([O-:22])=[O:21] |f:1.2|. Procedure details: 2′-Nitro-4-(4-pyridin-3-yl-thiazol-2-yl)-biphenyl-2-carboxylic acid (120 mg, 47%) was prepared from 2′-nitro-4-thiocarbamoyl-biphenyl-2-carboxylic acid methyl ester (which may be prepared as described for Intermediate 4) and 3-(bromoacetyl)pyridine hydrobromide (available from Oakwood Products, Inc.) using the procedure described for the preparation of Example 1. 1H NMR (300 MHz, DMSO-d6) δ 9.32 (d, J=1.9 Hz, 1H), 8.64 (dd, J=4.8, 1.4 Hz, 1H), 8.55-8.58 (m, 2H), 8.50 (s, 1H), 8.29 (dd, J=8.0, 2.... Starting materials: N1CCOCC1 (morpholine), ON1N=NC2=C1C=CC=C2 (1-Hydroxybenzotriazole), Cl.C(C)N=C=NCCCN(C)C (1-ethyl-3-(3-dimethylaminopropyl)carbodiimide hydrochloride), BrC1=CC=C(C(=O)O)C=C1 (4-bromobenzoic acid), C(O)([O-])=O.[Na+] (sodium hydrogencarbonate). Run in CN(C=O)C (N,N-dimethylformamide). Conditions: time 10 minute. Yields the product BrC1=CC=C(C=C1)C(=O)N1CCOCC1 ((4-Bromophenyl)(morpholino)methanone). Isolated yield 99.0%. As a reaction SMILES: ON1C2C=CC=CC=2N=N1.Cl.C(N=C=NCCCN(C)C)C.[Br:23][C:24]1[CH:32]=[CH:31][C:27]([C:28]([OH:30])=O)=[CH:26][CH:25]=1.[NH:33]1[CH2:38][CH2:37][O:36][CH2:35][CH2:34]1.C(=O)([O-])O.[Na+]>CN(C)C=O>[Br:23][C:24]1[CH:25]=[CH:26][C:27]([C:28]([N:33]2[CH2:38][CH2:37][O:36][CH2:35][CH2:34]2)=[O:30])=[CH:31][CH:32]=1 |f:1.2,5.6|. Reported procedure: 1-Hydroxybenzotriazole (2.02 g, 14.9 mmol) and 2.86 g (14.9 mmol) of 1-ethyl-3-(3-dimethylaminopropyl)carbodiimide hydrochloride were added to a solution of 2.0 g (9.95 mmol) of 4-bromobenzoic acid in N,N-dimethylformamide (15 ml), and the mixture was stirred at room temperature for 10 min. Thereafter, 1.3 ml (14.9 mmol) of morpholine was added thereto, and the mixture was stirred at room temperature for 18 hr. The reaction was stopped by adding a saturated aqueous sodium hydrogencarbonate solut... Reactants: O=[N+]([O-])c1cc(Br)ccc1F, CCO, CCOC(=O)c1cc(CC)sc1N. Product: CCOC(=O)c1cc(CC)sc1Nc1ccc(Br)cc1[N+](=O)[O-]. RXN SMILES: [Br:14][c:15]1[cH:16][cH:17][c:18]([F:24])[c:19]([N+:21](=[O:22])[O-:23])[cH:20]1.[CH3:25][CH2:26][OH:27].[NH2:1][c:2]1[s:3][c:4]([CH2:12][CH3:13])[cH:5][c:6]1[C:7](=[O:8])[O:9][CH2:10][CH3:11]>>[NH:1]([c:2]1[s:3][c:4]([CH2:12][CH3:13])[cH:5][c:6]1[C:7](=[O:8])[O:9][CH2:10][CH3:11])[c:18]1[cH:17][cH:16][c:15]([Br:14])[cH:20][c:19]1[N+:21](=[O:22])[O-:23].